This data is from the Open Reaction Database (ORD), a public repository of structured organic reaction records. The task is: describe an organic reaction: reactants, conditions, products, and yield The reactants are N#Cc1cccc(Cl)n1, CN(C(=O)c1ccc(Cl)cc1)C1CCNCC1c1ccc(Cl)c(Cl)c1, Cl. Yields the product CN(C(=O)c1ccc(Cl)cc1)C1CCN(c2cccc(C#N)n2)CC1c1ccc(Cl)c(Cl)c1. RXN SMILES: [Cl:27][c:28]1[cH:29][cH:30][cH:31][c:32]([C:34]#[N:35])[n:33]1.[Cl:2][c:3]1[cH:4][cH:5][c:6]([C:7](=[O:8])[N:9]([CH3:10])[CH:11]2[CH:12]([c:17]3[cH:18][c:19]([Cl:24])[c:20]([Cl:23])[cH:21][cH:22]3)[CH2:13][NH:14][CH2:15][CH2:16]2)[cH:25][cH:26]1.[ClH:1]>>[Cl:2][c:3]1[cH:4][cH:5][c:6]([C:7](=[O:8])[N:9]([CH3:10])[CH:11]2[CH:12]([c:17]3[cH:18][c:19]([Cl:24])[c:20]([Cl:23])[cH:21][cH:22]3)[CH2:13][N:14]([c:28]3[cH:29][cH:30][cH:31][c:32]([C:34]#[N:35])[n:33]3)[CH2:15][CH2:16]2)[cH:25][cH:26]1. Starting materials: Brc1ccccc1-c1ccccc1, CC(C)c1nccn1C. The reagents and catalysts are CC(C)(C)c1ccc(-c2ccc(C(C)(C)C)cc2)cc1 (4,4'-di-tert-butylbiphenyl), CC(C)(C)C(=O)[O-].[K+] (KOPiv), Cl[Pd]CC=C.C=CC[Pd]Cl ([Pd(allyl)Cl]2), CN(C)c1ccc(P(C2CCCCC2)C2CCCCC2)cc1 (A-caPhos). Run in CC(=O)N(C)C (DMA), CC(=O)N(C)C (DMA), CC(=O)N(C)C (DMA). Conditions: temperature 120 celsius, time 24 hour. The product is CC(C)c1ncc(-c2ccccc2-c2ccccc2)n1C. The yield is 2.0%. Reactants: OC1=CC=C(C(C(=O)O)=C1)N (5-hydroxyanthranilic acid), Cl.CN(CCCN=C=NCC)C (1-[3-dimethylaminopropyl]-3-ethylcarbodiimide hydrochloride), O.ON1N=NC2=C1C=CC=C2 (1-hydroxybenzotriazole hydrate), Cl.NCC(=O)NC(C)C (2-amino-N-isopropyl-acetamide hydrochloride), C(C)(C)N(C(C)C)CC (N,N-diisopropylethylamine). Solvent: CN(C)C=O (DMF). Reaction conditions: time 24 hour. Yields the product NC1=C(C(=O)NCC(NC(C)C)=O)C=C(C=C1)O (2-amino-5-hydroxy-N-(isopropylcarbamoylmethyl)benzamide), hydrochloride salt. The yield is 40.2%. Reaction SMILES: [OH:1][C:2]1[CH:10]=[C:6]([C:7]([OH:9])=O)[C:5]([NH2:11])=[CH:4][CH:3]=1.Cl.CN(C)CCCN=C=NCC.O.ON1C2C=CC=CC=2N=N1.Cl.[NH2:36][CH2:37][C:38]([NH:40][CH:41]([CH3:43])[CH3:42])=[O:39].C(N(CC)C(C)C)(C)C>CN(C=O)C>[NH2:11][C:5]1[CH:4]=[CH:3][C:2]([OH:1])=[CH:10][C:6]=1[C:7]([NH:36][CH2:37][C:38](=[O:39])[NH:40][CH:41]([CH3:43])[CH3:42])=[O:9] |f:1.2,3.4,5.6|. Procedure: To a solution of 5-hydroxyanthranilic acid (7.6 g, 49.3 mmol) in DMF (100 mL) was added 1-[3-dimethylaminopropyl]-3-ethylcarbodiimide hydrochloride (EDC) (10.4 g, 54.2 mmol), 1-hydroxybenzotriazole hydrate (HOBt) (7.3 g, 54.2 mmol), 2-amino-N-isopropyl-acetamide hydrochloride (INTERMEDIATE I.1) (7.5 g, 49.3 mmol) and N,N-diisopropylethylamine (DIEA) (9.50 mL, 7.0 g, 54.2 mmol). The reaction mixture was stirred at room temperature for 24 h, concentrated in vacuo to half of its volume and partitio... The reactants are OCCNC(OC)=O (methyl 2-hydroxyethylcarbamate), BrCC(=O)Br (bromoacetyl bromide). Yields the product BrCC(=O)OCCNC(OC)=O (methyl 2-bromoacetoxyethylcarbamate). As a reaction SMILES: [OH:1][CH2:2][CH2:3][NH:4][C:5](=[O:8])[O:6][CH3:7].[Br:9][CH2:10][C:11](Br)=[O:12]>>[Br:9][CH2:10][C:11]([O:1][CH2:2][CH2:3][NH:4][C:5](=[O:8])[O:6][CH3:7])=[O:12]. Procedure details: by using methyl 2-hydroxyethylcarbamate and bromoacetyl bromide there is obtained methyl 2-bromoacetoxyethylcarbamate, nD20 1.4891;